From a dataset of the Open Reaction Database (ORD), a public repository of structured organic reaction records. describe an organic reaction: reactants, conditions, products, and yield RXN SMILES: [CH3:1][O:2][C:3]([CH2:4][CH2:5][c:6]1[o:7][cH:8][c:9](-[c:11]2[cH:12][cH:13][c:14]([NH:17][c:18]3[n:19][c:20]([NH2:32])[n:21][c:22](-[c:24]4[c:25]([CH3:31])[cH:26][cH:27][c:28]([Cl:30])[cH:29]4)[cH:23]3)[cH:15][cH:16]2)[n:10]1)=[O:33].[CH3:34][OH:35].[ClH:38].[Na+:37].[OH-:36].[OH2:39]>>[ClH:38].[O:2]=[C:3]([CH2:4][CH2:5][c:6]1[o:7][cH:8][c:9](-[c:11]2[cH:12][cH:13][c:14]([NH:17][c:18]3[n:19][c:20]([NH2:32])[n:21][c:22](-[c:24]4[c:25]([CH3:31])[cH:26][cH:27][c:28]([Cl:30])[cH:29]4)[cH:23]3)[cH:15][cH:16]2)[n:10]1)[OH:33]. The product is Cl, Cc1ccc(Cl)cc1-c1cc(Nc2ccc(-c3coc(CCC(=O)O)n3)cc2)nc(N)n1. The reactants are COC(=O)CCc1nc(-c2ccc(Nc3cc(-c4cc(Cl)ccc4C)nc(N)n3)cc2)co1, CO, Cl, [Na+], [OH-], O. As a reaction SMILES: [CH3:41][C:42]#[N:43].[Cl+3:35]([O-:36])([O-:37])([O-:38])[O-:39].[F:19][c:20]1[cH:21][cH:22][c:23]([C:26]2=[CH:31][CH2:30][NH:29][CH2:28][CH2:27]2)[n:24][cH:25]1.[F:1][c:2]1[c:3]([C:9]2([CH2:13][n:14]3[n:15][cH:16][n:17][cH:18]3)[O:10][CH:11]2[CH3:12])[cH:4][cH:5][c:6]([F:8])[cH:7]1.[Li+:40].[OH2:32].[OH2:33].[OH2:34]>>[F:1][c:2]1[c:3]([C:9]([OH:10])([CH:11]([CH3:12])[N:29]2[CH2:28][CH2:27][C:26]([c:23]3[cH:22][cH:21][c:20]([F:19])[cH:25][n:24]3)=[CH:31][CH2:30]2)[CH2:13][n:14]2[n:15][cH:16][n:17][cH:18]2)[cH:4][cH:5][c:6]([F:8])[cH:7]1. Starting materials: CC#N, [O-][Cl+3]([O-])([O-])[O-], Fc1ccc(C2=CCNCC2)nc1, CC1OC1(Cn1cncn1)c1ccc(F)cc1F, [Li+], O, O, O. Product: CC(N1CC=C(c2ccc(F)cn2)CC1)C(O)(Cn1cncn1)c1ccc(F)cc1F. The reactants are CCOc1ncccc1C1(O)C(=O)Nc2cc(F)c(C#N)cc21, ClCCl, O=S(Cl)Cl, c1ccncc1. The product is CCOc1ncccc1C1(Cl)C(=O)Nc2cc(F)c(C#N)cc21. As a reaction SMILES: [CH2:7]([CH3:8])[O:9][c:10]1[n:11][cH:12][cH:13][cH:14][c:15]1[C:16]1([OH:29])[C:17](=[O:28])[NH:18][c:19]2[cH:20][c:21]([F:27])[c:22]([C:25]#[N:26])[cH:23][c:24]21.[Cl:34][CH2:35][Cl:36].[S:30]([Cl:31])([Cl:32])=[O:33].[cH:1]1[cH:2][cH:3][n:4][cH:5][cH:6]1>>[CH2:7]([CH3:8])[O:9][c:10]1[n:11][cH:12][cH:13][cH:14][c:15]1[C:16]1([Cl:32])[C:17](=[O:28])[NH:18][c:19]2[cH:20][c:21]([F:27])[c:22]([C:25]#[N:26])[cH:23][c:24]21.